From a dataset of the Open Reaction Database (ORD), a public repository of structured organic reaction records. describe an organic reaction: reactants, conditions, products, and yield The solvent is C1(=CC=CC=C1)C (toluene). Yields the product O[C@H]1C[C@H](CC=2C=C(C=NC12)C)CC1=CC=C(C=C1)OC ((+)-(6S, 8S)-5.6.7.8-Tetrahydro-8-hydroxv-6-((4-methoxyphenyl)methyl)-3-methylquinoline). Reaction SMILES: [CH3:1][O:2][C:3]1[CH:8]=[CH:7][C:6]([CH2:9][C@@H:10]2[CH2:19][CH2:18][C:17]3[N+:16]([O-])=[CH:15][C:14]([CH3:21])=[CH:13][C:12]=3[CH2:11]2)=[CH:5][CH:4]=1.C(OC(=O)C)(=[O:24])C>C1(C)C=CC=CC=1>[OH:24][C@@H:18]1[C:17]2[N:16]=[CH:15][C:14]([CH3:21])=[CH:13][C:12]=2[CH2:11][C@H:10]([CH2:9][C:6]2[CH:7]=[CH:8][C:3]([O:2][CH3:1])=[CH:4][CH:5]=2)[CH2:19]1. Procedure: (+)-(6S)-5,6,7,8-Tetrahydro-6-((4-methoxyphenyl)methyl)-3-methylquinoline-N-oxide (3,48g 0.012 mol) in toluene (40 ml) was added slowly to refluxing acetic anhydride (18 ml) and the mixture stirred for a further 3 hours. After cooling overnight, the reaction mixture was concentrated under reduced pressure and dissolved in methanol. The resulting solution was treated with 5M KOH until it was basic and again concentrated under reduced pressure. The residue was dissolved in water (40 ml) and washed... Reaction conditions: time 3 hour. Reactants: COC1=CC=C(C=C1)C[C@H]1CC=2C=C(C=[N+](C2CC1)[O-])C ((+)-(6S)-5,6,7,8-Tetrahydro-6-((4-methoxyphenyl)methyl)-3-methylquinoline-N-oxide), C(C)(=O)OC(C)=O (acetic anhydride).